From a dataset of the Open Reaction Database (ORD), a public repository of structured organic reaction records. describe an organic reaction: reactants, conditions, products, and yield Starting materials: NC1=CC=C(C=2CC(OC21)(C)C)Cl (7-amino-4-chloro-2,3-dihydro-2,2-dimethylbenzofuran), ClC(=O)OC(Cl)(Cl)Cl (trichloromethyl chloroformate). The solvent is C1(=CC=CC=C1)C (toluene). Conditions: time 1 hour. Product: ClC1=CC=C(C2=C1CC(O2)(C)C)N=C=O (4-chloro-2,3-dihydro-2,2-dimethylbenzofuran-7-yl isocyanate). Yield: 99.7%. Reaction SMILES: [NH2:1][C:2]1[C:10]2[O:9][C:8]([CH3:12])([CH3:11])[CH2:7][C:6]=2[C:5]([Cl:13])=[CH:4][CH:3]=1.Cl[C:15](OC(Cl)(Cl)Cl)=[O:16]>C1(C)C=CC=CC=1>[Cl:13][C:5]1[C:6]2[CH2:7][C:8]([CH3:11])([CH3:12])[O:9][C:10]=2[C:2]([N:1]=[C:15]=[O:16])=[CH:3][CH:4]=1. Reported procedure: To a solution of 1.97 g (0.010 mole) of 7-amino-4-chloro-2,3-dihydro-2,2-dimethylbenzofuran in 60 mL of toluene was added slowly 1.2 mL (0.010 mole) of trichloromethyl chloroformate. This mixture was stirred at ambient temperature for one hour and then was heated at reflux for approximately 16 hours. At the conclusion of this period the solvent was evaporated from the reaction mixture under reduced pressure, leaving 2.23 g of 4-chloro-2,3-dihydro-2,2-dimethylbenzofuran-7-yl isocyanate as an oil. The product is COCC1=C(C(=O)OC)C(c2ccc(F)c(F)c2)N(C(=O)NCCCN2CCC(c3cccc(NC(C)=O)c3)CC2)C(=O)N1. The reactants are COCC1=C(C(=O)OC)C(c2ccc(F)c(F)c2)N(C(=O)NCCCN2CC=C(c3cccc(NC(C)=O)c3)CC2)C(=O)N1, CO. Reaction SMILES: [C:1]([CH3:2])(=[O:3])[NH:4][c:5]1[cH:6][c:7]([C:11]2=[CH:16][CH2:15][N:14]([CH2:17][CH2:18][CH2:19][NH:20][C:21](=[O:22])[N:23]3[C:24](=[O:44])[NH:25][C:26]([CH2:41][O:42][CH3:43])=[C:27]([C:37](=[O:38])[O:39][CH3:40])[CH:28]3[c:29]3[cH:30][c:31]([F:36])[c:32]([F:35])[cH:33][cH:34]3)[CH2:13][CH2:12]2)[cH:8][cH:9][cH:10]1.[CH3:45][OH:46]>>[C:1]([CH3:2])(=[O:3])[NH:4][c:5]1[cH:6][c:7]([CH:11]2[CH2:12][CH2:13][N:14]([CH2:17][CH2:18][CH2:19][NH:20][C:21](=[O:22])[N:23]3[C:24](=[O:44])[NH:25][C:26]([CH2:41][O:42][CH3:43])=[C:27]([C:37](=[O:38])[O:39][CH3:40])[CH:28]3[c:29]3[cH:30][c:31]([F:36])[c:32]([F:35])[cH:33][cH:34]3)[CH2:15][CH2:16]2)[cH:8][cH:9][cH:10]1. Starting materials: O=C1CCN(CC1)C1=C(C=CC=C1)NS(=O)(=O)C1=CC=C(C=C1)NC(C)=O (N-{4-[2-(4-Oxo-piperidine-1-yl)-phenylsulfamoyl]-phenyl}-acetamide), C1=CC(=CC(=C1)O)C(CN)O (DL-norphenylephrine). Product: OC(CNC1CCN(CC1)C1=C(NS(=O)(=O)C2=CC=C(C=C2)NC(C)=O)C=CC=C1)C1=CC(=CC=C1)O (N-(4-{[2-(4-{[2-Hydroxy-2-(3-hydroxyphenyl)ethyl]amino}-1-piperidineyl)anilino]-sulfonyl}phenyl)acetamide). RXN SMILES: O=[C:2]1[CH2:7][CH2:6][N:5]([C:8]2[CH:13]=[CH:12][CH:11]=[CH:10][C:9]=2[NH:14][S:15]([C:18]2[CH:23]=[CH:22][C:21]([NH:24][C:25](=[O:27])[CH3:26])=[CH:20][CH:19]=2)(=[O:17])=[O:16])[CH2:4][CH2:3]1.[CH:28]1[CH:33]=[C:32]([OH:34])[CH:31]=[C:30]([CH:35]([OH:38])[CH2:36][NH2:37])[CH:29]=1>>[OH:38][CH:35]([C:30]1[CH:29]=[CH:28][CH:33]=[C:32]([OH:34])[CH:31]=1)[CH2:36][NH:37][CH:2]1[CH2:7][CH2:6][N:5]([C:8]2[CH:13]=[CH:12][CH:11]=[CH:10][C:9]=2[NH:14][S:15]([C:18]2[CH:23]=[CH:22][C:21]([NH:24][C:25](=[O:27])[CH3:26])=[CH:20][CH:19]=2)(=[O:17])=[O:16])[CH2:4][CH2:3]1. Reported procedure: The title compound was prepared from N-{4-[2-(4-oxo-piperidine-1-yl)-phenylsulfamoyl]-phenyl}-acetamide (which was obtained in Example 222) and DL-norphenylephrine according to the procedure of Example 255 as a white solid; 1H NMR (300 MHz, DMSO-d6) δ 1.70-1.90 (m, 2H), 1.90-2.10 (m, 2H), 2.06 (s, 3H), 2.50-3.20 (m, 7H), 4.75-4.95 (m, 1H), 6.10 (brs, 1H), 6.50-7.40 (m, 8H), 7.65-7.80 (m, 4H), 9.48 (s, 1H), 10.42 (s, 1H); MS (ES) m/z: 525.6 (MH+); HRMS Calcd. for C27H33N4O5S(MH+): 525.2172. Found... Starting materials: C(CC)C1=NC2=C(N1CC1=CC=C(C=C1)C=1C(=CC=CC1)C(=O)OC(C)(C)C)C=C(C=C2C)N2C(C=1C(C2=O)=CC=CC1)=O (tert.butyl 4'-[(2-n-propyl-4-methyl-6-phthalimido-1H-benzimidazol-1-yl)-methyl] -biphenyl-2-carboxylate), CN (methylamine). Yields the product C(CC)C1=NC2=C(N1CC1=CC=C(C=C1)C=1C(=CC=CC1)C(=O)OC(C)(C)C)C=C(C=C2C)N (Tert.butyl 4'-[(2-n-propyl-4-methyl-6-amino-1H-benzimidazol-1-yl) -methyl]-biphenyl-2-carboxylate). RXN SMILES: [CH2:1]([C:4]1[N:8]([CH2:9][C:10]2[CH:15]=[CH:14][C:13]([C:16]3[C:17]([C:22]([O:24][C:25]([CH3:28])([CH3:27])[CH3:26])=[O:23])=[CH:18][CH:19]=[CH:20][CH:21]=3)=[CH:12][CH:11]=2)[C:7]2[CH:29]=[C:30]([N:34]3C(=O)C4=CC=CC=C4C3=O)[CH:31]=[C:32]([CH3:33])[C:6]=2[N:5]=1)[CH2:2][CH3:3].CN>>[CH2:1]([C:4]1[N:8]([CH2:9][C:10]2[CH:15]=[CH:14][C:13]([C:16]3[C:17]([C:22]([O:24][C:25]([CH3:27])([CH3:28])[CH3:26])=[O:23])=[CH:18][CH:19]=[CH:20][CH:21]=3)=[CH:12][CH:11]=2)[C:7]2[CH:29]=[C:30]([NH2:34])[CH:31]=[C:32]([CH3:33])[C:6]=2[N:5]=1)[CH2:2][CH3:3]. Procedure details: Prepared analogously to Example 1b from tert.butyl 4'-[(2-n-propyl-4-methyl-6-phthalimido-1H-benzimidazol-1-yl)-methyl] -biphenyl-2-carboxylate and methylamine. The reactants are FC(C(=O)O)(F)F.COC=1C=C(N=NC1OC)CN (C-(5,6-Dimethoxypyridazin-3-yl)methylamine trifluoroacetic acid salt), N#CBr (cyanogen bromide), N#CBr (cyanogen bromide), N#CBr (cyanogen bromide). The solvent is C(C)O (ethanol), O (water). Conditions: time 8 hour. Yields the product FC(C(=O)O)(F)F.COC=1C(=CC=2N(N1)C(=NC2)N)OC (2,3-Dimethoxyimidazo[1,5-b]pyridazin-7-ylamine trifluoroacetic acid salt). RXN SMILES: [F:1][C:2]([F:7])([F:6])[C:3]([OH:5])=[O:4].[CH3:8][O:9][C:10]1[CH:11]=[C:12]([CH2:18][NH2:19])[N:13]=[N:14][C:15]=1[O:16][CH3:17].[N:20]#[C:21]Br>C(O)C.O>[F:1][C:2]([F:7])([F:6])[C:3]([OH:5])=[O:4].[CH3:17][O:16][C:15]1[C:10]([O:9][CH3:8])=[CH:11][C:12]2[N:13]([C:21]([NH2:20])=[N:19][CH:18]=2)[N:14]=1 |f:0.1,5.6|. Procedure: C-(5,6-Dimethoxypyridazin-3-yl)methylamine trifluoroacetic acid salt (37 mg) was initially charged in a mixture of ethanol and water (3.75/0.75 ml) while stirring at RT. Thereafter, cyanogen bromide solution (0.1 ml; 5M in ACN) was cautiously added dropwise and the mixture was stirred at RT for 3 h. Then further cyanogen bromide solution (0.1 ml) was added and the mixture was left to stand overnight. After again adding cyanogen bromide solution (0.1 ml), the mixture was stirred for 4 h, left to ...